This data is from the Open Reaction Database (ORD), a public repository of structured organic reaction records. The task is: describe an organic reaction: reactants, conditions, products, and yield The reactants are [N+](=O)([O-])C=1C=C(C=CC1)C1=CN=C(S1)N1CCC(CC1)C(=O)OCC (ethyl 1-[5-(3-nitrophenyl)-1,3-thiazol-2-yl]piperidine-4-carboxylate). Reagents/catalysts: [Pd] (palladium on carbon). Solvent: C(C)(=O)OCC (ethyl acetate), C(C)(=O)O (acetic acid). Conditions: time 3 hour. Product: NC=1C=C(C=CC1)C1=CN=C(S1)N1CCC(CC1)C(=O)OCC (ethyl 1-[5-(3-aminophenyl)-1,3-thiazol-2-yl]piperidine-4-carboxylate). The yield is 85.7%. As a reaction SMILES: [N+:1]([C:4]1[CH:5]=[C:6]([C:10]2[S:14][C:13]([N:15]3[CH2:20][CH2:19][CH:18]([C:21]([O:23][CH2:24][CH3:25])=[O:22])[CH2:17][CH2:16]3)=[N:12][CH:11]=2)[CH:7]=[CH:8][CH:9]=1)([O-])=O>C(OCC)(=O)C.C(O)(=O)C.[Pd]>[NH2:1][C:4]1[CH:5]=[C:6]([C:10]2[S:14][C:13]([N:15]3[CH2:20][CH2:19][CH:18]([C:21]([O:23][CH2:24][CH3:25])=[O:22])[CH2:17][CH2:16]3)=[N:12][CH:11]=2)[CH:7]=[CH:8][CH:9]=1. Procedure: To a solution of ethyl 1-[5-(3-nitrophenyl)-1,3-thiazol-2-yl]piperidine-4-carboxylate (75 mg, 0.21 mmol) in ethyl acetate (1.9 mL) and acetic acid (0.19 mL) was added 10% palladium on carbon (22 mg, 0.021 mmol), and the mixture was stirred under an atmosphere of hydrogen (balloon) for 3 hours. The mixture was filtered through celite, washing with ethyl acetate and the filtrate concentrated under reduced pressure. Purification by CombiFlash (30-70% ethyl acetate:hexanes) provided 60 mg (0.18 mmol... Starting materials: [H][H] (hydrogen), FC1=C(C=CC(=C1)F)C=CC(=O)OCC (ethyl 3-(2,4-difluorophenyl)-2-propenoate), [H][H] (hydrogen). Reagents/catalysts: [Ni] (Raney nickel). Solvent: C(C)O (ethanol), C(C)O (ethanol). Product: FC1=C(C=CC(=C1)F)CCC(=O)OCC (Ethyl 3-(2,4-difluorophenyl)propanoate). As a reaction SMILES: [F:1][C:2]1[CH:7]=[C:6]([F:8])[CH:5]=[CH:4][C:3]=1[CH:9]=[CH:10][C:11]([O:13][CH2:14][CH3:15])=[O:12].[H][H]>C(O)C.[Ni]>[F:1][C:2]1[CH:7]=[C:6]([F:8])[CH:5]=[CH:4][C:3]=1[CH2:9][CH2:10][C:11]([O:13][CH2:14][CH3:15])=[O:12]. Reported procedure: 42.4 g (0.20 mol) of ethyl 3-(2,4-difluorophenyl)-2-propenoate are dissolved in 400 ml of ethanol, 4 g of Raney nickel in ethanol are added, and the mixture is hydrogenated at 20°-25° C. using hydrogen gas. When the theoretical amount of hydrogen has been taken up, the solution is filtered and evaporated on a vacuum rotary evaporator. 41.4 g of a pale brown oil which is subjected to fractional distillation at 120° C. in vacuo (20 mbar) are obtained. 33 g (77% of theory) of a colourless oil are o... Reactants: COC(=O)C=1C(=C2C=C(C(N(C2=CN1)CC1=CC=CC=C1)=O)C1=CC=C(C=C1)OC(F)(F)F)O (1-benzyl-5-hydroxy-2-oxo-3-(4-trifluoromethoxy-phenyl)-1,2-dihydro-[1,7]naphthyridine-6-carboxylic acid methyl ester), NCCC(=O)O (β-alanine), C[O-].[Na+] (NaOMe). Yields the product C(C1=CC=CC=C1)N1C(C(=CC2=C(C(=NC=C12)C(=O)NCCC(=O)O)O)C1=CC=C(C=C1)OC(F)(F)F)=O (3-{[1-Benzyl-5-hydroxy-2-oxo-3-(4-trifluoromethoxy-phenyl)-1,2-dihydro-[1,7]naphthyridine-6-carbonyl]-amino}-propionic acid). The yield is 51.7%. Reaction SMILES: CO[C:3]([C:5]1[C:6]([OH:34])=[C:7]2[C:12](=[CH:13][N:14]=1)[N:11]([CH2:15][C:16]1[CH:21]=[CH:20][CH:19]=[CH:18][CH:17]=1)[C:10](=[O:22])[C:9]([C:23]1[CH:28]=[CH:27][C:26]([O:29][C:30]([F:33])([F:32])[F:31])=[CH:25][CH:24]=1)=[CH:8]2)=[O:4].[NH2:35][CH2:36][CH2:37][C:38]([OH:40])=[O:39].C[O-].[Na+]>>[CH2:15]([N:11]1[C:12]2[C:7](=[C:6]([OH:34])[C:5]([C:3]([NH:35][CH2:36][CH2:37][C:38]([OH:40])=[O:39])=[O:4])=[N:14][CH:13]=2)[CH:8]=[C:9]([C:23]2[CH:28]=[CH:27][C:26]([O:29][C:30]([F:31])([F:32])[F:33])=[CH:25][CH:24]=2)[C:10]1=[O:22])[C:16]1[CH:17]=[CH:18][CH:19]=[CH:20][CH:21]=1 |f:2.3|. Procedure details: A mixture of 1-benzyl-5-hydroxy-2-oxo-3-(4-trifluoromethoxy-phenyl)-1,2-dihydro-[1,7]naphthyridine-6-carboxylic acid methyl ester (36 mg, 0.077 mmol), β-alanine (682 mg, 7.7 mmol) and NaOMe solution (12 mL, 6.1 mmol, 0.5 M in MeOH) was refluxed for 16 h. After cooling to r.t., the solvent was evaporated in vacuo. The residue was partitioned between EtOAc and water. 1 M HCl was added with vigorous stilling until pH was about 2. The organic layer was washed with brine, dried over MgSO4 and concent... Starting materials: ClCCl, CC(=O)[O-], [Na+], O=[Cr](=O)([O-])Cl, CCCCC(O)CC=CI, c1cc[nH+]cc1. Product: CCCCC(=O)CC=CI. RXN SMILES: [CH2:27]([Cl:28])[Cl:29].[CH3:13][C:14](=[O:15])[O-:16].[Na+:12].[O:1]=[Cr:2]([Cl:3])([O-:4])=[O:5].[OH:17][CH:18]([CH2:19][CH:20]=[CH:21][I:22])[CH2:23][CH2:24][CH2:25][CH3:26].[nH+:6]1[cH:7][cH:8][cH:9][cH:10][cH:11]1>>[O:17]=[C:18]([CH2:19][CH:20]=[CH:21][I:22])[CH2:23][CH2:24][CH2:25][CH3:26]. The reactants are CCCCCN(CCCCC)C(=O)C(CCC(=O)OC)CSc1ccc(Cl)c(Cl)c1, O=C(OO)c1cccc(Cl)c1, ClCCl, [Na+], [Na+], O=S([O-])[O-]. The product is CCCCCN(CCCCC)C(=O)C(CCC(=O)OC)CS(=O)c1ccc(Cl)c(Cl)c1. As a reaction SMILES: [Cl:1][c:2]1[cH:3][c:4]([S:9][CH2:10][CH:11]([CH2:12][CH2:13][C:14](=[O:15])[O:16][CH3:17])[C:18]([N:19]([CH2:20][CH2:21][CH2:22][CH2:23][CH3:24])[CH2:25][CH2:26][CH2:27][CH2:28][CH3:29])=[O:30])[cH:5][cH:6][c:7]1[Cl:8].[Cl:31][c:32]1[cH:33][cH:34][cH:35][c:36]([C:37]([O:38][OH:40])=[O:39])[cH:41]1.[Cl:48][CH2:49][Cl:50].[Na+:46].[Na+:47].[S:42]([O-:43])([O-:44])=[O:45]>>[Cl:1][c:2]1[cH:3][c:4]([S:9]([CH2:10][CH:11]([CH2:12][CH2:13][C:14](=[O:15])[O:16][CH3:17])[C:18]([N:19]([CH2:20][CH2:21][CH2:22][CH2:23][CH3:24])[CH2:25][CH2:26][CH2:27][CH2:28][CH3:29])=[O:30])=[O:39])[cH:5][cH:6][c:7]1[Cl:8].